This data is from the Open Reaction Database (ORD), a public repository of structured organic reaction records. The task is: describe an organic reaction: reactants, conditions, products, and yield The reactants are Cc1cc(-c2noc(-c3sc(C)c4c3CC3C4C3(C)C)n2)cc(C)c1OCCCO, CS(=O)(=O)Cl, CCN(C(C)C)C(C)C, ClCCl. Yields the product Cc1cc(-c2noc(-c3sc(C)c4c3CC3C4C3(C)C)n2)cc(C)c1OCCCOS(C)(=O)=O. Reaction SMILES: [CH3:1][c:2]1[c:3]([O:4][CH2:5][CH2:6][CH2:7][OH:8])[c:9]([CH3:30])[cH:10][c:11](-[c:13]2[n:14][o:15][c:16](-[c:18]3[c:19]4[c:23]([c:24]([CH3:26])[s:25]3)[CH:22]3[CH:21]([CH2:20]4)[C:27]3([CH3:28])[CH3:29])[n:17]2)[cH:12]1.[CH3:40][S:41]([Cl:42])(=[O:43])=[O:44].[CH:31]([N:32]([CH2:33][CH3:34])[CH:35]([CH3:36])[CH3:37])([CH3:38])[CH3:39].[Cl:45][CH2:46][Cl:47]>>[CH3:1][c:2]1[c:3]([O:4][CH2:5][CH2:6][CH2:7][O:8][S:41]([CH3:40])(=[O:43])=[O:44])[c:9]([CH3:30])[cH:10][c:11](-[c:13]2[n:14][o:15][c:16](-[c:18]3[c:19]4[c:23]([c:24]([CH3:26])[s:25]3)[CH:22]3[CH:21]([CH2:20]4)[C:27]3([CH3:28])[CH3:29])[n:17]2)[cH:12]1. The reactants are CO (methanol), C(C)OC(=O)C1=C(N=CS1)N1N=C(NC1=O)C(NC1=CC=C(C=C1)C1=NOC(=N1)C(F)(F)F)C=1C(=C2CCCOC2=C(C1)OC)F (4-(3-{(5-fluoro-8-methoxychroman-6-yl)-[4-(5-trifluoromethyl-[1,2,4]oxadiazol-3-yl)phenylamino]methyl}-5-oxo-4,5-dihydro-[1,2,4]triazol-1-yl)thiazole-5-carboxylic acid ethyl ester), [OH-].[Na+] (sodium hydroxide), C(C)(=O)O (acetic acid). The reagents and catalysts are [Fe] (iron). The solvent is O (water). Conditions: time 18 hour. Product: FC(C(=O)O)(F)F.C(N)(=N)C1=CC=C(C=C1)NC(C1=NN(C(N1)=O)C=1N=CSC1C(=O)O)C=1C(=C2CCCOC2=C(C1)OC)F (4-{3-[(4-Carbamimidoylphenylamino)-(5-fluoro-8-methoxychroman-6-yl)methyl]-5-oxo-4,5-dihydro-[1,2,4]triazol-1-yl}thiazole-5-carboxylic acid trifluoroacetate). Reaction SMILES: CO.C([O:5][C:6]([C:8]1[S:12][CH:11]=[N:10][C:9]=1[N:13]1[C:17](=[O:18])[NH:16][C:15]([CH:19]([C:36]2[C:37]([F:48])=[C:38]3[C:43](=[C:44]([O:46][CH3:47])[CH:45]=2)[O:42][CH2:41][CH2:40][CH2:39]3)[NH:20][C:21]2[CH:26]=[CH:25][C:24]([C:27]3[N:31]=[C:30]([C:32]([F:35])([F:34])[F:33])[O:29][N:28]=3)=[CH:23][CH:22]=2)=[N:14]1)=[O:7])C.[OH-].[Na+].C(O)(=[O:53])C>[Fe].O>[F:33][C:32]([F:35])([F:34])[C:30]([OH:53])=[O:29].[C:27]([C:24]1[CH:25]=[CH:26][C:21]([NH:20][CH:19]([C:36]2[C:37]([F:48])=[C:38]3[C:43](=[C:44]([O:46][CH3:47])[CH:45]=2)[O:42][CH2:41][CH2:40][CH2:39]3)[C:15]2[NH:16][C:17](=[O:18])[N:13]([C:9]3[N:10]=[CH:11][S:12][C:8]=3[C:6]([OH:7])=[O:5])[N:14]=2)=[CH:22][CH:23]=1)(=[NH:28])[NH2:31] |f:2.3,7.8|. Procedure details: To 2 ml of a methanol solution containing 74 mg of 4-(3-{(5-fluoro-8-methoxychroman-6-yl)-[4-(5-trifluoromethyl-[1,2,4]oxadiazol-3-yl)phenylamino]methyl}-5-oxo-4,5-dihydro-[1,2,4]triazol-1-yl)thiazole-5-carboxylic acid ethyl ester, 0.5 ml of a 5 N sodium hydroxide aqueous solution was added. The resulting mixture was stirred at room temperature for 18 hours, and then 2 ml of acetic acid, 1.5 ml of water, and 74 mg of iron powder were added thereto. The mixture was stirred at 60° C. for 15 hours ... Starting materials: Br, CN(C)C=O, CN1CCOCC1, NC1CCOC1=O, ClC(c1ccccc1)(c1ccccc1)c1ccccc1. Product: O=C1OCCC1NC(c1ccccc1)(c1ccccc1)c1ccccc1. As a reaction SMILES: [BrH:1].[CH3:36][N:37]([CH3:38])[CH:39]=[O:40].[CH3:9][N:10]1[CH2:11][CH2:12][O:13][CH2:14][CH2:15]1.[NH2:2][CH:3]1[C:4](=[O:5])[O:6][CH2:7][CH2:8]1.[c:16]1([C:22]([c:23]2[cH:24][cH:25][cH:26][cH:27][cH:28]2)([c:29]2[cH:30][cH:31][cH:32][cH:33][cH:34]2)[Cl:35])[cH:17][cH:18][cH:19][cH:20][cH:21]1>>[NH:2]([CH:3]1[C:4](=[O:5])[O:6][CH2:7][CH2:8]1)[C:22]([c:16]1[cH:17][cH:18][cH:19][cH:20][cH:21]1)([c:23]1[cH:24][cH:25][cH:26][cH:27][cH:28]1)[c:29]1[cH:30][cH:31][cH:32][cH:33][cH:34]1. The product is O=C(CN1C(=O)C2CC21)OCc1ccccc1. As a reaction SMILES: [CH2:10]([c:11]1[cH:12][cH:13][cH:14][cH:15][cH:16]1)[O:17][C:18](=[O:19])[CH2:20][N:21]1[C:22](=[O:36])[CH2:23][CH:24]1[CH2:25][O:26][S:27]([c:28]1[cH:29][cH:30][cH:31][cH:32][cH:33]1)(=[O:34])=[O:35].[CH3:1][SiH:2]([CH3:3])[N:4]([CH3:5])[Si:6]([CH3:7])([CH3:8])[CH3:9].[O:37]1[CH2:38][CH2:39][CH2:40][CH2:41]1>>[CH2:10]([c:11]1[cH:12][cH:13][cH:14][cH:15][cH:16]1)[O:17][C:18](=[O:19])[CH2:20][N:21]1[C:22](=[O:36])[CH:23]2[CH:24]1[CH2:25]2. Reactants: O=C(CN1C(=O)CC1COS(=O)(=O)c1ccccc1)OCc1ccccc1, CN([SiH](C)C)[Si](C)(C)C, C1CCOC1. Reactants: FC1=C(C(=C(C(=C1F)Cl)[N+](=O)[O-])F)C (2,3,6-trifluoro-4-chloro-5-nitrotoluene), C(C)O (ethanol), CN1CCNCC1 (N-methyl-piperazine). Solvent: C(C)N(CC)CC (triethylamine), O (water), O (water). Product: CN1CCN(CC1)C1=C(C(=C(C(=C1F)Cl)[N+](=O)[O-])F)C (2-(4-methyl-1-piperazinyl)-3,6-difluoro-4-chloro-5-nitrotoluene). As a reaction SMILES: F[C:2]1[C:7]([F:8])=[C:6]([Cl:9])[C:5]([N+:10]([O-:12])=[O:11])=[C:4]([F:13])[C:3]=1[CH3:14].C(O)C.[CH3:18][N:19]1[CH2:24][CH2:23][NH:22][CH2:21][CH2:20]1>O.C(N(CC)CC)C>[CH3:18][N:19]1[CH2:24][CH2:23][N:22]([C:2]2[C:7]([F:8])=[C:6]([Cl:9])[C:5]([N+:10]([O-:12])=[O:11])=[C:4]([F:13])[C:3]=2[CH3:14])[CH2:21][CH2:20]1. Procedure: To 2,3,6-trifluoro-4-chloro-5-nitrotoluene (0.17 g) are added ethanol (3.3 ml), water (0.5 ml), N-methyl-piperazine (0.45 ml) and triethylamine (0.56 ml) and the mixture is refluxed for 24 hours. After the reaction is completed, water is added to the reaction mixture and the mixture is extracted with diethyl ether, and the extract is washed with water and dried. The solvent is distilled off under reduced pressure and the residue is purified by silica-gel column-chromatography (eluent; dichlorome... Reactants: [OH-].[K+] (KOH), C(C)OC(CC=1N=NN(N1)CCCCCCCCCCCC)=O (2-dodecyltetrazole acetic acid ethyl ester). Yields the product C(CCCCCCCCCCC)N1N=C(N=N1)CC(=O)O (2-Dodecyltetrazoleacetic acid). The solvent is O (water), C(C)O (ethanol). Procedure: A solution of KOH (4.21 g, 0.075 mol) in water (10 mL) was added to a solution of the 2-dodecyltetrazole acetic acid ethyl ester (23.2 g, 0.0715 mol) in ethanol (250 mL). The mixture was stirred at room temperature for 3 hours, concentrated in vacuo to ~50 mL, diluted with water (200 mL), and washed with ethyl acetate (100 mL). The aqueous layer was acidified with 1.0M HCl and extracted with ethyl acetate. The organic layer was dried over MgSO4, filtered, and concentrated to give 18.0 g, 85% of ... Yield: 84.9%. Reaction SMILES: [OH-].[K+].C([O:5][C:6](=[O:25])[CH2:7][C:8]1[N:9]=[N:10][N:11]([CH2:13][CH2:14][CH2:15][CH2:16][CH2:17][CH2:18][CH2:19][CH2:20][CH2:21][CH2:22][CH2:23][CH3:24])[N:12]=1)C>O.C(O)C>[CH2:13]([N:11]1[N:10]=[N:9][C:8]([CH2:7][C:6]([OH:25])=[O:5])=[N:12]1)[CH2:14][CH2:15][CH2:16][CH2:17][CH2:18][CH2:19][CH2:20][CH2:21][CH2:22][CH2:23][CH3:24] |f:0.1|. Reaction conditions: time 3 hour. Reactants: C([C@@H]1[C@@H]2[C@@H]([C@H]([C@H](O1)O[C@@H]3[C@H](O[C@@H]([C@@H]([C@H]3O)O)O[C@@H]4[C@H](O[C@@H]([C@@H]([C@H]4O)O)O[C@@H]5[C@H](O[C@@H]([C@@H]([C@H]5O)O)O[C@@H]6[C@H](O[C@@H]([C@@H]([C@H]6O)O)O[C@@H]7[C@H](O[C@@H]([C@@H]([C@H]7O)O)O[C@@H]8[C@H](O[C@H](O2)[C@@H]([C@H]8O)O)CO)CO)CO)CO)CO)CO)O)O)O (β-cyclodextrin), CC=1C=CN2C(C1)=NC3=C2C4=C(C5=C3C6=C(C(=C5O)C)O[C@@](C6=O)(O/C=C/[C@@H]([C@H]([C@H]([C@@H]([C@@H]([C@@H]([C@H]([C@H](/C=C/C=C(\C(=O)N4)/C)C)O)C)O)C)OC(=O)C)C)OC)C)O (rifaximin), CC=1C=CN2C(C1)=NC3=C2C4=C(C5=C3C6=C(C(=C5O)C)O[C@@](C6=O)(O/C=C/[C@@H]([C@H]([C@H]([C@@H]([C@@H]([C@@H]([C@H]([C@H](/C=C/C=C(\C(=O)N4)/C)C)O)C)O)C)OC(=O)C)C)OC)C)O (rifaximin). Solvent: C(C)O (ethanol). Reaction conditions: temperature 35 celsius. Yields the product CC=1C=CN2C(C1)=NC3=C2C4=C(C5=C3C6=C(C(=C5O)C)O[C@@](C6=O)(O/C=C/[C@@H]([C@H]([C@H]([C@@H]([C@@H]([C@@H]([C@H]([C@H](/C=C/C=C(\C(=O)N4)/C)C)O)C)O)C)OC(=O)C)C)OC)C)O.C([C@@H]1[C@@H]2[C@@H]([C@H]([C@H](O1)O[C@@H]3[C@H](O[C@@H]([C@@H]([C@H]3O)O)O[C@@H]4[C@H](O[C@@H]([C@@H]([C@H]4O)O)O[C@@H]5[C@H](O[C@@H]([C@@H]([C@H]5O)O)O[C@@H]6[C@H](O[C@@H]([C@@H]([C@H]6O)O)O[C@@H]7[C@H](O[C@@H]([C@@H]([C@H]7O)O)O[C@@H]8[C@H](O[C@H](O2)[C@@H]([C@H]8O)O)CO)CO)CO)CO)CO)CO)O)O)O (Rifaximin β-cyclodextrin). Reaction SMILES: [CH3:1][C:2]1[CH:3]=[CH:4][N:5]2[C:10]3[C:11]4[NH:42][C:40](=[O:41])[C:39]([CH3:43])=[CH:38][CH:37]=[CH:36][C@H:35]([CH3:44])[C@H:34]([OH:45])[C@@H:33]([CH3:46])[C@@H:32]([OH:47])[C@@H:31]([CH3:48])[C@H:30]([O:49][C:50]([CH3:52])=[O:51])[C@H:29]([CH3:53])[C@@H:28]([O:54][CH3:55])[CH:27]=[CH:26][O:25][C@:22]5([CH3:56])[C:23](=[O:24])[C:15]6=[C:16]([O:21]5)[C:17]([CH3:20])=[C:18]([OH:19])[C:13](=[C:14]6[C:9]=3[N:8]=[C:6]2[CH:7]=1)[C:12]=4[OH:57].[CH2:58]([OH:134])[C@H:59]1[O:64][C@@H:63]2[O:65][C@H:66]3[C@H:71]([OH:72])[C@@H:70]([OH:73])[C@@H:69]([O:74][C@H:75]4[C@H:80]([OH:81])[C@@H:79]([OH:82])[C@@H:78]([O:83][C@H:84]5[C@H:89]([OH:90])[C@@H:88]([OH:91])[C@@H:87]([O:92][C@H:93]6[C@H:98]([OH:99])[C@@H:97]([OH:100])[C@@H:96]([O:101][C@H:102]7[C@H:107]([OH:108])[C@@H:106]([OH:109])[C@@H:105]([O:110][C@H:111]8[C@H:117]([OH:118])[C@@H:116]([OH:119])[C@@H:114]([O:115][C@H:60]1[C@H:61]([OH:133])[C@H:62]2[OH:132])[O:113][C@@H:112]8[CH2:120][OH:121])[O:104][C@@H:103]7[CH2:122][OH:123])[O:95][C@@H:94]6[CH2:124][OH:125])[O:86][C@@H:85]5[CH2:126][OH:127])[O:77][C@@H:76]4[CH2:128][OH:129])[O:68][C@@H:67]3[CH2:130][OH:131]>C(O)C>[CH3:1][C:2]1[CH:3]=[CH:4][N:5]2[C:10]3[C:11]4[NH:42][C:40](=[O:41])[C:39]([CH3:43])=[CH:38][CH:37]=[CH:36][C@H:35]([CH3:44])[C@H:34]([OH:45])[C@@H:33]([CH3:46])[C@@H:32]([OH:47])[C@@H:31]([CH3:48])[C@H:30]([O:49][C:50]([CH3:52])=[O:51])[C@H:29]([CH3:53])[C@@H:28]([O:54][CH3:55])[CH:27]=[CH:26][O:25][C@:22]5([CH3:56])[C:23](=[O:24])[C:15]6=[C:16]([O:21]5)[C:17]([CH3:20])=[C:18]([OH:19])[C:13](=[C:14]6[C:9]=3[N:8]=[C:6]2[CH:7]=1)[C:12]=4[OH:57].[CH2:124]([OH:125])[C@H:94]1[O:95][C@@H:96]2[O:101][C@H:102]3[C@H:107]([OH:108])[C@@H:106]([OH:109])[C@@H:105]([O:110][C@H:111]4[C@H:117]([OH:118])[C@@H:116]([OH:119])[C@@H:114]([O:115][C@H:60]5[C@H:61]([OH:133])[C@@H:62]([OH:132])[C@@H:63]([O:65][C@H:66]6[C@H:71]([OH:72])[C@@H:70]([OH:73])[C@@H:69]([O:74][C@H:75]7[C@H:80]([OH:81])[C@@H:79]([OH:82])[C@@H:78]([O:83][C@H:84]8[C@H:89]([OH:90])[C@@H:88]([OH:91])[C@@H:87]([O:92][C@H:93]1[C@H:98]([OH:99])[C@H:97]2[OH:100])[O:86][C@@H:85]8[CH2:126][OH:127])[O:77][C@@H:76]7[CH2:128][OH:129])[O:68][C@@H:67]6[CH2:130][OH:131])[O:64][C@@H:59]5[CH2:58][OH:134])[O:113][C@@H:112]4[CH2:120][OH:121])[O:104][C@@H:103]3[CH2:122][OH:123] |f:3.4|. Procedure: 4 g of rifaximin was dissolved in 60 ml of ethanol at 25-30° C. The reaction mass was heated to 35° C. and 8 g of β-cyclodextrin was added to the rifaximin solution and stirred. The reaction mass was concentrated under vacuum at 35° C. till dryness and then dried completely at 30-35° C. for 24 hours to get 10.7 g rifaximin-β cyclodextrin complex. The reactants are N (ammonia), Cl (HCl), N(=O)[O-].[Na+] (sodium nitrite), CNC1=CC=CC=C1 (N-methylaniline). The solvent is CCCCCCC (heptane), ice water, O (water), CO (methyl alcohol). The product is CNC1=CC=C(C=C1)N=O (N-methyl-p-nitrosoaniline). Yield: 51.0%. As a reaction SMILES: [CH3:1][NH:2][C:3]1[CH:8]=[CH:7][CH:6]=[CH:5][CH:4]=1.Cl.[N:10]([O-])=[O:11].[Na+].N>CCCCCCC.O.CO>[CH3:1][NH:2][C:3]1[CH:8]=[CH:7][C:6]([N:10]=[O:11])=[CH:5][CH:4]=1 |f:2.3|. Procedure: Initially, 107 g (1.0 mol) of N-methylaniline was added dropwise to a methyl alcohol solution containing 40% HCl with stirring at a temperature between 5° and 10° C. for one and a half hours. Thereafter, 80 g (1.12 mol) of sodium nitrite, of a purity of 97%, was added to the solution obtained at 5° C. After stirring at a temperature between 15° and 25° C. for 15 hours, the solution was poured in 2 l of ice water and the water solution was neutralized to pH 8 with aqueous ammonia after stirring f...